From a dataset of the Open Reaction Database (ORD), a public repository of structured organic reaction records. describe an organic reaction: reactants, conditions, products, and yield Reactants: NC1=C(SC(=C1)C1=CC=NC=C1)C(=O)N (3-amino-5-(pyridin-4-yl)thiophene-2-carboxamide), O.C1(=CC=C(C=C1)S(=O)(=O)O)C (p-toluenesulfonic acid monohydrate), CC(=O)C (acetone). Solvent: C1(=CC=CC=C1)C (toluene). Product: CC1(NC(C2=C(N1)C=C(S2)C2=CC=NC=C2)=O)C (2,2-dimethyl-6-(pyridin-4-yl)-2,3-dihydrothieno[3,2-d]pyrimidin-4(1H)-one). Isolated yield 190.7%. RXN SMILES: [NH2:1][C:2]1[CH:6]=[C:5]([C:7]2[CH:12]=[CH:11][N:10]=[CH:9][CH:8]=2)[S:4][C:3]=1[C:13]([NH2:15])=[O:14].O.[C:17]1(C)[CH:22]=CC(S(O)(=O)=O)=C[CH:18]=1.CC(C)=O>C1(C)C=CC=CC=1>[CH3:18][C:17]1([CH3:22])[NH:1][C:2]2[CH:6]=[C:5]([C:7]3[CH:8]=[CH:9][N:10]=[CH:11][CH:12]=3)[S:4][C:3]=2[C:13](=[O:14])[NH:15]1 |f:1.2|. Reported procedure: A mixture of 3-amino-5-(pyridin-4-yl)thiophene-2-carboxamide (150 mg, 0.68 mmol), p-toluenesulfonic acid monohydrate (50 mg) and acetone (10 mL) in toluene (20 mL) was heated to reflux overnight. After removal of the solvent, the residue was purified by column chromatography on silica gel (MeOH: dichloromethane=1:9) to afford the title compound (130 mg, yield 74%) as an orange solid: The reactants are FC1=C(C=C(C(=O)OC)C=C1)C (methyl 4-fluoro-3-methylbenzoate), [N+](=O)(O)[O-] (HNO3). Solvent: OS(=O)(=O)O (H2SO4), OS(=O)(=O)O (H2SO4). Reaction conditions: temperature 0 celsius, time 80 minute. Product: FC1=C(C=C(C(=O)OC)C=C1[N+](=O)[O-])C (methyl 4-fluoro-3-methyl-5-nitrobenzoate). Reaction SMILES: [F:1][C:2]1[CH:11]=[CH:10][C:5]([C:6]([O:8][CH3:9])=[O:7])=[CH:4][C:3]=1[CH3:12].[N+:13]([O-])([OH:15])=[O:14]>OS(O)(=O)=O>[F:1][C:2]1[C:11]([N+:13]([O-:15])=[O:14])=[CH:10][C:5]([C:6]([O:8][CH3:9])=[O:7])=[CH:4][C:3]=1[CH3:12]. Reported procedure: Concentrated H2SO4 (17.5 mL) was slowly added to methyl 4-fluoro-3-methylbenzoate (12.8 g, 76 mmol) and the mixture was cooled to 0° C. A solution of fuming HNO3 (69.5%, 11.6 mL) in concentrated H2SO4 (17.5 mL) was then added drop-wise over 10 min. The mixture was stirred for 80 min while slowly warming up to room temperature (reaction completion monitored by TLC). The mixture was slowly poured into ice, the aqueous layer was extracted with CH2Cl2 (3×200 mL), dried over anhydrous Na2SO4 and conc... Starting materials: N1C=NC=C1 (imidazole), C1=CC=C(C=C1)P(C2=CC=CC=C2)C3=CC=CC=C3 (PPh3), C1(=CC=CC=C1)S(=O)(=O)CCCCO (4-benzenesulfonylbutan-1-ol), II (iodine). The solvent is C(Cl)Cl (CH2Cl2), O (water). Conditions: temperature 0 celsius, time 24 hour. The product is ICCCCS(=O)(=O)C1=CC=CC=C1 ((4-Iodobutane-1-sulfonyl)-benzene). Reaction SMILES: N1C=CN=C1.C1C=CC(P(C2C=CC=CC=2)C2C=CC=CC=2)=CC=1.[I:25]I.[C:27]1([S:33]([CH2:36][CH2:37][CH2:38][CH2:39]O)(=[O:35])=[O:34])[CH:32]=[CH:31][CH:30]=[CH:29][CH:28]=1>C(Cl)Cl.O>[I:25][CH2:39][CH2:38][CH2:37][CH2:36][S:33]([C:27]1[CH:32]=[CH:31][CH:30]=[CH:29][CH:28]=1)(=[O:35])=[O:34]. Reported procedure: To a solution of imidazole (1.4 g, 20.5 mmol) in CH2Cl2 (20 mL) is added PPh3 (5.4 g, 20.5 mmol). The solution is cooled to 0° C. and iodine (5.2 g, 20.5 mmol) is added in 2 portions. The mixture is allowed to warm to RT then 4-benzenesulfonylbutan-1-ol is added and the mixture is stirred at RT for 24 h. The mixture is diluted with water and extracted with EtOAc (3×). The organic layer is washed with a 20% solution of Na2S2O3 and dried over magnesium sulfate. The solvent is removed under reduced... The reactants are [Na] (Sodium), C(CCC)O (butanol), COC(CN1C(C2=CC=C(C=C2C1=O)OC1=CC=C(C=C1)F)=O)=O ([5-(4-Fluoro-phenoxy)-1,3-dioxo-1,3-dihydro-isoindol-2-yl]-acetic acid methyl ester), C(CCC)O (n-butanol), Cl (HCl). Conditions: temperature 70 celsius. Product: C(CCC)OC(=O)C=1N=C(C2=CC(=CC=C2C1O)OC1=CC=C(C=C1)F)O (7-(4-Fluoro-phenoxy)-1,4-dihydroxy-isoquinoline-3-carboxylic acid butyl ester). RXN SMILES: [Na].[CH3:2][O:3][C:4](=[O:25])[CH2:5][N:6]1[C:14](=[O:15])[C:13]2[C:8](=[CH:9][CH:10]=[C:11]([O:16][C:17]3[CH:22]=[CH:21][C:20]([F:23])=[CH:19][CH:18]=3)[CH:12]=2)[C:7]1=[O:24].Cl.[CH2:27](O)[CH2:28][CH2:29]C>>[CH2:2]([O:3][C:4]([C:5]1[N:6]=[C:14]([OH:15])[C:13]2[C:8]([C:7]=1[OH:24])=[CH:9][CH:10]=[C:11]([O:16][C:17]1[CH:22]=[CH:21][C:20]([F:23])=[CH:19][CH:18]=1)[CH:12]=2)=[O:25])[CH2:27][CH2:28][CH3:29] |^1:0|. Procedure details: Sodium (7.2 g, 310 mmol) was dissolved inn-butanol (300 ml) with stirring at 70° C. Afterwards, the temperature was raised to 95-100° C. and a solution of [5-(4-Fluoro-phenoxy)-1,3-dioxo-1,3-dihydro-isoindol-2-yl]-acetic acid methyl ester (49.4 g, 150 mmol) in hot n-butanol (300 ml) was added with vigorous stirring. The mixture was stirred for another 90 min at 95-100° C. and was then allowed to cool to 60° C. with stirring before 2 N HCl (160 ml) was added. The mixture was stirred vigorously fo... The reactants are C(C)(C)(C)[Si](OCCN1N=CC2=CC(=C(C=C12)N)C)(C)C (1-[2-(tert-Butyl-dimethyl-silanyloxy)-ethyl]-5-methyl-1H-indazol-6-ylamine), FC1=CC=C(C=C1)[C@H]1C(=CNC(C1)=O)C(=O)Cl ((S)-4-(4-fluoro-phenyl)-6-oxo-1,4,5,6-tetrahydro-pyridine-3-carboxylic acid chloride). Reagents/catalysts: CN(C)C=1C=CN=CC1 (DMAP). The solvent is N1=CC=CC=C1 (pyridine), Cl (HCl). Reaction conditions: temperature 90 celsius, time 18 hour. Product: C(C)(C)(C)[Si](OCCN1N=CC2=CC(=C(C=C12)NC(=O)C1=CNC(C[C@H]1C1=CC=C(C=C1)F)=O)C)(C)C ((S)-4-(4-fluoro-phenyl)-6-oxo-1,4,5,6-tetrahydro-pyridine-3-carboxylic acid {1-[2-(tert-butyl-dimethyl-silanyloxy)-ethyl]-5-methyl-1H-indazol-6-yl}-amide). The yield is 30.3%. Reaction SMILES: [C:1]([Si:5]([CH3:21])([CH3:20])[O:6][CH2:7][CH2:8][N:9]1[C:17]2[C:12](=[CH:13][C:14]([CH3:19])=[C:15]([NH2:18])[CH:16]=2)[CH:11]=[N:10]1)([CH3:4])([CH3:3])[CH3:2].[F:22][C:23]1[CH:28]=[CH:27][C:26]([C@@H:29]2[CH2:34][C:33](=[O:35])[NH:32][CH:31]=[C:30]2[C:36](Cl)=[O:37])=[CH:25][CH:24]=1>N1C=CC=CC=1.CN(C1C=CN=CC=1)C.Cl>[C:1]([Si:5]([CH3:21])([CH3:20])[O:6][CH2:7][CH2:8][N:9]1[C:17]2[C:12](=[CH:13][C:14]([CH3:19])=[C:15]([NH:18][C:36]([C:30]3[C@H:29]([C:26]4[CH:27]=[CH:28][C:23]([F:22])=[CH:24][CH:25]=4)[CH2:34][C:33](=[O:35])[NH:32][CH:31]=3)=[O:37])[CH:16]=2)[CH:11]=[N:10]1)([CH3:4])([CH3:3])[CH3:2]. Reported procedure: 1-[2-(tert-Butyl-dimethyl-silanyloxy)-ethyl]-5-methyl-1H-indazol-6-ylamine (89 mg, 0.29 mmol) and (S)-4-(4-fluoro-phenyl)-6-oxo-1,4,5,6-tetrahydro-pyridine-3-carboxylic acid chloride (74 mg, 0.29 mmol, prepared as described in Example 1) were dissolved in pyridine (2 ml) together with a crystal of DMAP and sealed in a tube. The mixture was heated to 90° C. with stirring for 18 hours. Upon cooling the mixture was diluted with dilute aqueous HCl solution and extracted with ethyl acetate. The combi... The reactants are Brc1cc2nccc(Nc3ccc4[nH]ccc4c3)c2s1, CCCC[Sn](CCCC)(CCCC)c1ccccn1, CN(C)C=O, I[Cu]I. Product: c1ccc(-c2cc3nccc(Nc4ccc5[nH]ccc5c4)c3s2)nc1. As a reaction SMILES: [Br:1][c:2]1[cH:3][c:4]2[n:5][cH:6][cH:7][c:8]([NH:11][c:12]3[cH:13][c:14]4[cH:15][cH:16][nH:17][c:18]4[cH:19][cH:20]3)[c:9]2[s:10]1.[CH2:21]([Sn:22]([CH2:23][CH2:24][CH2:25][CH3:32])([c:26]1[n:27][cH:28][cH:29][cH:30][cH:31]1)[CH2:33][CH2:34][CH2:35][CH3:36])[CH2:37][CH2:38][CH3:39].[CH3:40][N:41]([CH3:42])[CH:43]=[O:44].[Cu:45]([I:46])[I:47]>>[c:2]1(-[c:26]2[n:27][cH:28][cH:29][cH:30][cH:31]2)[cH:3][c:4]2[n:5][cH:6][cH:7][c:8]([NH:11][c:12]3[cH:13][c:14]4[cH:15][cH:16][nH:17][c:18]4[cH:19][cH:20]3)[c:9]2[s:10]1.